Dataset: the Open Reaction Database (ORD), a public repository of structured organic reaction records. Task: describe an organic reaction: reactants, conditions, products, and yield Starting materials: C(=O)([O-])[O-].[K+].[K+] (K2CO3), ClC1=NC=C(C(=C1)C=NO)Cl (2,5-dichloro-4-pyridinecarboxaldehyde oxime), ice, O=P(Cl)(Cl)Cl (POCl3). Solvent: C(C)#N (acetonitrile). Yields the product ClC1=NC=C(C(=C1)C#N)Cl (2,5-dichloro-4-pyridinecarbonitrile). The yield is 77.4%. As a reaction SMILES: O=P(Cl)(Cl)Cl.[Cl:6][C:7]1[CH:12]=[C:11]([CH:13]=[N:14]O)[C:10]([Cl:16])=[CH:9][N:8]=1.C([O-])([O-])=O.[K+].[K+]>C(#N)C>[Cl:6][C:7]1[CH:12]=[C:11]([C:13]#[N:14])[C:10]([Cl:16])=[CH:9][N:8]=1 |f:2.3.4|. Procedure: To 100 ml of acetonitrile was added 24.5 g of POCl3, followed by 27.1 g of 2,5-dichloro-4-pyridinecarboxaldehyde oxime (prepared as described in Example 4). The reaction mixture was heated at reflux temperature for 1 hour, then cooled and poured onto 300 g of ice. The pH of the mixture was adjusted to about pH 6 with K2CO3 and filtered. The filtrate was extracted with 100 ml of CH2Cl2. The filter cake and the CH2Cl2 solution were combined, diluted with equal volumes of hexane, treated with charc... Reactants: NS(=O)(=O)c1ccc2c3c(cc([N+](=O)[O-])c2c1)NCC3CCl, O=C(O)c1cc2cc(OCCO)ccc2[nH]1. Yields the product NS(=O)(=O)c1ccc2c3c(cc([N+](=O)[O-])c2c1)N(C(=O)c1cc2cc(OCCO)ccc2[nH]1)CC3CCl. Reaction SMILES: [Cl:1][CH2:2][CH:3]1[CH2:4][NH:5][c:6]2[cH:7][c:8]([N+:20](=[O:21])[O-:22])[c:9]3[c:10]([c:11]21)[cH:12][cH:13][c:14]([S:16](=[O:17])(=[O:18])[NH2:19])[cH:15]3.[OH:23][CH2:24][CH2:25][O:26][c:27]1[cH:28][c:29]2[cH:30][c:31]([C:36](=[O:37])[OH:38])[nH:32][c:33]2[cH:34][cH:35]1>>[Cl:1][CH2:2][CH:3]1[CH2:4][N:5]([C:36]([c:31]2[cH:30][c:29]3[cH:28][c:27]([O:26][CH2:25][CH2:24][OH:23])[cH:35][cH:34][c:33]3[nH:32]2)=[O:37])[c:6]2[cH:7][c:8]([N+:20](=[O:21])[O-:22])[c:9]3[c:10]([c:11]21)[cH:12][cH:13][c:14]([S:16](=[O:17])(=[O:18])[NH2:19])[cH:15]3. Reactants: S1N=CN=C1NC1=NC(=NC(=C1)Cl)SC1=CC=C(C=C1)NC(=O)C1CC1 (N-(4-(4-(1,2,4-Thiadiazol-5-ylamino)-6-chloropyrimidin-2-ylthio)phenyl)cyclopropanecarboxamide), Cl.C1(CC1)C1(CNC1)F (3-cyclopropyl -3-fluoroazetidine hydrochloride), CCN(C(C)C)C(C)C (DiPEA). Run in O1CCOCC1 (1,4-dioxane). Run at temperature 130 celsius. Yields the product S1N=CN=C1NC1=NC(=NC(=C1)N1CC(C1)(F)C1CC1)SC1=CC=C(C=C1)NC(=O)C1CC1 (N-(4-(4-(1,2,4-Thiadiazol-5-ylamino)-6-(3-cyclopropyl-3-fluoroazetidin-1-yl)pyrimidin-2-ylthio)phenyl)cyclopropanecarboxamide). The yield is 3.6%. Reaction SMILES: [S:1]1[C:5]([NH:6][C:7]2[CH:12]=[C:11](Cl)[N:10]=[C:9]([S:14][C:15]3[CH:20]=[CH:19][C:18]([NH:21][C:22]([CH:24]4[CH2:26][CH2:25]4)=[O:23])=[CH:17][CH:16]=3)[N:8]=2)=[N:4][CH:3]=[N:2]1.Cl.[CH:28]1([C:31]2([F:35])[CH2:34][NH:33][CH2:32]2)[CH2:30][CH2:29]1.CCN(C(C)C)C(C)C>O1CCOCC1>[S:1]1[C:5]([NH:6][C:7]2[CH:12]=[C:11]([N:33]3[CH2:34][C:31]([CH:28]4[CH2:30][CH2:29]4)([F:35])[CH2:32]3)[N:10]=[C:9]([S:14][C:15]3[CH:20]=[CH:19][C:18]([NH:21][C:22]([CH:24]4[CH2:26][CH2:25]4)=[O:23])=[CH:17][CH:16]=3)[N:8]=2)=[N:4][CH:3]=[N:2]1 |f:1.2|. Procedure: A mixture of crude N-(4-(4-(1,2,4-Thiadiazol-5-ylamino)-6-chloropyrimidin-2-ylthio)phenyl)cyclopropanecarboxamide (780 mg, 1.93 mmol), 3-cyclopropyl -3-fluoroazetidine hydrochloride (818 mg, 5.4 mmol), DiPEA (0.7 mL, 4.6 mmol) in 1,4-dioxane (20 mL) was heated in the microwave to 130° C. for 20 minutes. The mixture was concentrated and purified by preparative HPLC to yield 34 mg of N-(4-(4-(1,2,4-Thiadiazol-5-ylamino)-6-(3-cyclopropyl-3-fluoroazetidin-1-yl)pyrimidin-2-ylthio)phenyl)cyclopropanec... Reactants: Cc1cc(N2CCC(N3CCCC3C)C2)ccc1N1CCC2(CCN(C(=O)OC(C)(C)C)CC2)C1=O, Cl, C1COCCO1. The product is Cc1cc(N2CCC(N3CCCC3C)C2)ccc1N1CCC2(CCNCC2)C1=O. Reaction SMILES: [C:1]([O:2][C:3](=[O:4])[N:8]1[CH2:9][CH2:10][C:11]2([CH2:12][CH2:13][N:14]([c:17]3[c:18]([CH3:34])[cH:19][c:20]([N:23]4[CH2:24][CH:25]([N:28]5[CH:29]([CH3:33])[CH2:30][CH2:31][CH2:32]5)[CH2:26][CH2:27]4)[cH:21][cH:22]3)[C:15]2=[O:16])[CH2:35][CH2:36]1)([CH3:5])([CH3:6])[CH3:7].[ClH:37].[O:38]1[CH2:39][CH2:40][O:41][CH2:42][CH2:43]1>>[NH:8]1[CH2:9][CH2:10][C:11]2([CH2:12][CH2:13][N:14]([c:17]3[c:18]([CH3:34])[cH:19][c:20]([N:23]4[CH2:24][CH:25]([N:28]5[CH:29]([CH3:33])[CH2:30][CH2:31][CH2:32]5)[CH2:26][CH2:27]4)[cH:21][cH:22]3)[C:15]2=[O:16])[CH2:35][CH2:36]1. Reactants: CCOC(C)=O, CCOC(=O)C=P(c1ccccc1)(c1ccccc1)c1ccccc1, CCCCCC, CC1(C)CC(Cl)=C(C=O)C1, c1ccccc1. Yields the product CCOC(=O)C=CC1=C(Cl)CC(C)(C)C1. As a reaction SMILES: [C:36]([O:37][CH2:38][CH3:39])(=[O:40])[CH3:41].[CH2:11]([CH3:12])[O:13][C:14](=[O:15])[CH:16]=[P:17]([c:18]1[cH:19][cH:20][cH:21][cH:22][cH:23]1)([c:24]1[cH:25][cH:26][cH:27][cH:28][cH:29]1)[c:30]1[cH:31][cH:32][cH:33][cH:34][cH:35]1.[CH3:42][CH2:43][CH2:44][CH2:45][CH2:46][CH3:47].[Cl:1][C:2]1=[C:3]([CH:9]=[O:10])[CH2:4][C:5]([CH3:7])([CH3:8])[CH2:6]1.[cH:48]1[cH:49][cH:50][cH:51][cH:52][cH:53]1>>[Cl:1][C:2]1=[C:3]([CH:9]=[CH:16][C:14]([O:13][CH2:11][CH3:12])=[O:15])[CH2:4][C:5]([CH3:7])([CH3:8])[CH2:6]1.